From a dataset of the Open Reaction Database (ORD), a public repository of structured organic reaction records. describe an organic reaction: reactants, conditions, products, and yield Reactants: CC(NC(=O)OC(C)(C)C)C(=O)O, NC1C(=O)N2CCCc3cccc(c32)-c2ccccc21. The product is CC(NC(=O)OC(C)(C)C)C(=O)NC1C(=O)N2CCCc3cccc(c32)-c2ccccc21. Reaction SMILES: [C:1](=[O:2])([O:3][C:4]([CH3:5])([CH3:6])[CH3:7])[NH:8][CH:9]([CH3:10])[C:11](=[O:12])[OH:13].[NH2:14][CH:15]1[C:16](=[O:33])[N:17]2[c:18]3[c:19]([cH:26][cH:27][cH:28][c:29]3[CH2:30][CH2:31][CH2:32]2)-[c:20]2[c:21]1[cH:22][cH:23][cH:24][cH:25]2>>[C:1](=[O:2])([O:3][C:4]([CH3:5])([CH3:6])[CH3:7])[NH:8][CH:9]([CH3:10])[C:11](=[O:13])[NH:14][CH:15]1[C:16](=[O:33])[N:17]2[c:18]3[c:19]([cH:26][cH:27][cH:28][c:29]3[CH2:30][CH2:31][CH2:32]2)-[c:20]2[c:21]1[cH:22][cH:23][cH:24][cH:25]2. Starting materials: C([O-])([O-])=O.[K+].[K+] (potassium carbonate), BrCC(=O)Br (2-bromoacetyl bromide), CC1=CN=CC(=N1)N (6-Methyl-pyrazin-2-ylamine), C([O-])([O-])=O.[K+].[K+] (potassium carbonate), BrCC(=O)Br (2-Bromoacetyl bromide), Cl (hydrochloric acid). Run in O (water), O (water), O (water), ClCCl (dichloromethane). Yields the product BrCC(=O)NC1=NC(=CN=C1)C (2-Bromo-N-(6-methyl-pyrazin-2-yl)-acetamide). RXN SMILES: [CH3:1][C:2]1[N:7]=[C:6]([NH2:8])[CH:5]=[N:4][CH:3]=1.C(=O)([O-])[O-].[K+].[K+].[Br:15][CH2:16][C:17](Br)=[O:18].Cl>O.ClCCl>[Br:15][CH2:16][C:17]([NH:8][C:6]1[CH:5]=[N:4][CH:3]=[C:2]([CH3:1])[N:7]=1)=[O:18] |f:1.2.3|. Procedure: 6-Methyl-pyrazin-2-ylamine (150 mg) and potassium carbonate (571 mg) were added to dichloromethane (25 mL). 2-Bromoacetyl bromide (0.120 mL) was added to the suspension with stirring. The reaction was stirred overnight then water (0.1 mL) was added with further stirring. Further quantities of potassium carbonate (571 mg), 2-bromoacetyl bromide (0.120 mL) and water (0.1 mL) were added over 2 hours until the reaction had proceeded to completion. The reaction was diluted with water (100 mL), carefu... The reactants are C(C)(=O)OCC1=C(C(=CC=C1)N)C (3-amino-2-methylphenylmethyl acetate), O1C=CC=C1 (furan), N(=O)OC(C)(C)C (tert-butyl nitrite). The solvent is CCCCCCC (heptane). The product is C(C)(=O)OCC1=C(C(=CC=C1)C=1OC=CC1)C (3-(2-furanyl)-2-methylphenylmethyl acetate). Yield: 32.4%. RXN SMILES: [C:1]([O:4][CH2:5][C:6]1[CH:11]=[CH:10][CH:9]=[C:8](N)[C:7]=1[CH3:13])(=[O:3])[CH3:2].[O:14]1[CH:18]=[CH:17][CH:16]=[CH:15]1.N(OC(C)(C)C)=O>CCCCCCC>[C:1]([O:4][CH2:5][C:6]1[CH:11]=[CH:10][CH:9]=[C:8]([C:15]2[O:14][CH:18]=[CH:17][CH:16]=2)[C:7]=1[CH3:13])(=[O:3])[CH3:2]. Procedure details: A stirred solution of 10.0 g (0.056 mol) of 3-amino-2-methylphenylmethyl acetate and 37.4 g (0.055 mol) of furan was heated to reflux, and 8.6 g (0.084 mol) of tert-butyl nitrite was added dropwise during 30 minutes. Upon complete addition, the reaction mixture was heated under reflux an additional 1.5 hours, then cooled, and 300 mL of heptane was added. The solution was filtered through 50 g of silica gel. The silica gel was washed with 400 mL of pentane. The wash and filtrate were combined and... Solvent: ClCCl.C(Cl)(Cl)Cl.CO (dichloromethane chloroform methanol). The product is C1(=CC=CC=C1)NC(=O)N1CCC(CC1)SC1=CC=C(C=C1)CCNC[C@@H](COC1=CC=C(C=C1)O)O (4-(4-[2-[(2S)-2-Hydroxy-3-(4-hydroxy-phenoxy)-propylamino]-ethyl}-phenylsulfanyl)-piperidine-1-carboxylic acid phenylamide). RXN SMILES: [Si]([O:18][C:19]1[CH:54]=[CH:53][C:22]([O:23][CH2:24][C@@H:25]([OH:52])[CH2:26][NH:27][CH2:28][CH2:29][C:30]2[CH:35]=[CH:34][C:33]([S:36][CH:37]3[CH2:42][CH2:41][N:40]([C:43]([NH:45][C:46]4[CH:51]=[CH:50][CH:49]=[CH:48][CH:47]=4)=[O:44])[CH2:39][CH2:38]3)=[CH:32][CH:31]=2)=[CH:21][CH:20]=1)(C(C)(C)C)(C1C=CC=CC=1)C1C=CC=CC=1>ClCCl.C(Cl)(Cl)Cl.CO>[C:46]1([NH:45][C:43]([N:40]2[CH2:41][CH2:42][CH:37]([S:36][C:33]3[CH:34]=[CH:35][C:30]([CH2:29][CH2:28][NH:27][CH2:26][C@H:25]([OH:52])[CH2:24][O:23][C:22]4[CH:53]=[CH:54][C:19]([OH:18])=[CH:20][CH:21]=4)=[CH:31][CH:32]=3)[CH2:38][CH2:39]2)=[O:44])[CH:47]=[CH:48][CH:49]=[CH:50][CH:51]=1 |f:1.2.3|. Procedure details: 4-{[4-(2-{[(2S)-3-(4-{[tert-Butyl(diphenyl)silyl]oxy}phenoxy)-2-hydroxy-propyl]amino}ethyl)phenyl]sulfanyl}-N-phenyl-1-piperidinecarboxamide (0.25 g, 0.33 mmol) was reacted according to Procedure H (eluant: 12:3:1 dichloromethane-chloroform-methanol) to give the title compound (0.12 g, 0.23 mmol). Yield: 69.7%. The reactants are [Si](C1=CC=CC=C1)(C1=CC=CC=C1)(C(C)(C)C)OC1=CC=C(OC[C@H](CNCCC2=CC=C(C=C2)SC2CCN(CC2)C(=O)NC2=CC=CC=C2)O)C=C1 (4-{[4-(2-{[(2S)-3-(4-{[tert-Butyl(diphenyl)silyl]oxy}phenoxy)-2-hydroxy-propyl]amino}ethyl)phenyl]sulfanyl}-N-phenyl-1-piperidinecarboxamide). The reactants are COc1c(S(=O)(=O)Cl)cc(C(=O)O)c2c1OCCO2, N, O. The product is COc1c(S(N)(=O)=O)cc(C(=O)O)c2c1OCCO2. As a reaction SMILES: [CH3:2][O:3][c:4]1[c:5]([S:17](=[O:18])(=[O:19])[Cl:20])[cH:6][c:7]([C:14](=[O:15])[OH:16])[c:8]2[c:9]1[O:10][CH2:11][CH2:12][O:13]2.[NH3:1].[OH2:21]>>[NH2:1][S:17]([c:5]1[c:4]([O:3][CH3:2])[c:9]2[c:8]([c:7]([C:14](=[O:15])[OH:16])[cH:6]1)[O:13][CH2:12][CH2:11][O:10]2)(=[O:18])=[O:19].